Dataset: the Open Reaction Database (ORD), a public repository of structured organic reaction records. Task: describe an organic reaction: reactants, conditions, products, and yield Reactants: Cl (hydrochloric acid), BrC=1C=C(C(=O)NC(NC2=CC=C(C=C2)NC(CCCCN(C)C)=O)=S)C=CC1C(C)(C)C (5-dimethylamino-pentanoic acid {4-[3-(3-bromo-4-tert-butyl-benzoyl)-thioureido]-phenyl}-amide). Run in C(C)OCC (diethyl ether), CC(=O)C (acetone). The product is hydrochloride salt, Cl.BrC=1C=C(C(=O)NC(NC2=CC=C(C=C2)NC(CCCCN(C)C)=O)=S)C=CC1C(C)(C)C (5-dimethylamino-pentanoic acid {4-[3-(3-bromo-4-tert-butyl-benzoyl)-thioureido]-phenyl}-amide hydrochloride). Reaction SMILES: [Br:1][C:2]1[CH:3]=[C:4]([CH:27]=[CH:28][C:29]=1[C:30]([CH3:33])([CH3:32])[CH3:31])[C:5]([NH:7][C:8](=[S:26])[NH:9][C:10]1[CH:15]=[CH:14][C:13]([NH:16][C:17](=[O:25])[CH2:18][CH2:19][CH2:20][CH2:21][N:22]([CH3:24])[CH3:23])=[CH:12][CH:11]=1)=[O:6].[ClH:34]>CC(C)=O.C(OCC)C>[ClH:34].[Br:1][C:2]1[CH:3]=[C:4]([CH:27]=[CH:28][C:29]=1[C:30]([CH3:33])([CH3:32])[CH3:31])[C:5]([NH:7][C:8](=[S:26])[NH:9][C:10]1[CH:11]=[CH:12][C:13]([NH:16][C:17](=[O:25])[CH2:18][CH2:19][CH2:20][CH2:21][N:22]([CH3:23])[CH3:24])=[CH:14][CH:15]=1)=[O:6] |f:4.5|. Reported procedure: 3-Bromo-4-tert-butyl-benzoyl chloride was prepared according to general procedure B from 3-bromo-4-tert-butyl-benzoic acid (500 mg) and used without further purification. 3-Bromo-4-tert-butyl-benzoyl chloride (295 mg, 1.07 mmol) was stirred in acetone (5 mL) and sodium thiocyanate (87 mg, 1.07 mmol) added to give a red-orange suspension which was stirred at room temperature for 16 h. A solution of 5-dimethylamino-pentanoic acid (4-amino-phenyl)-amide (4, prepared as described above) in acetone (... Starting materials: C(C)OC(=O)C=1OC2=C(C(C1)=O)C=CC(=C2)O (7-hydroxy-4-oxo-4H-1-benzopyran-2-carboxylic acid ethyl ester), BrCCCCl (1-bromo-3-chloropropane), C([O-])([O-])=O.[K+].[K+] (potassium carbonate). Solvent: CC(=O)C (acetone). The product is C(C)OC(=O)C=1OC2=C(C(C1)=O)C=CC(=C2)OCCCCl (7-(3-Chloropropoxy)-4-oxo-4H-1-benzopyran-2-carboxylic acid ethyl ester). Yield: 72.4%. Reaction SMILES: [CH2:1]([O:3][C:4]([C:6]1[O:7][C:8]2[CH:16]=[C:15]([OH:17])[CH:14]=[CH:13][C:9]=2[C:10](=[O:12])[CH:11]=1)=[O:5])[CH3:2].Br[CH2:19][CH2:20][CH2:21][Cl:22].C(=O)([O-])[O-].[K+].[K+]>CC(C)=O>[CH2:1]([O:3][C:4]([C:6]1[O:7][C:8]2[CH:16]=[C:15]([O:17][CH2:19][CH2:20][CH2:21][Cl:22])[CH:14]=[CH:13][C:9]=2[C:10](=[O:12])[CH:11]=1)=[O:5])[CH3:2] |f:2.3.4|. Reported procedure: A mixture of 23.4 g (0.1 mole) of 7-hydroxy-4-oxo-4H-1-benzopyran-2-carboxylic acid ethyl ester, 31.6 g (0.2 mole) of 1-bromo-3-chloropropane and 41.5 g (0.3 mole) of anhydrous potassium carbonate in 500 ml of acetone was heated at reflux for 20 hr. The mixture was cooled and filtered through Celite. The filtrate was concentrated under reduced pressure to give a solid residue. The solid was triturated with petroleum ether (30°-60° C.), collected by filtration, and recrystallized from 2-propanol ... The reactants are CCCCc1nc2c(C#N)cccc2n1Cc1ccc(-c2ccccc2C(=O)OC(C)(C)C)cc1, ClCCl, O=C(O)C(F)(F)F. The product is CCCCc1nc2c(C#N)cccc2n1Cc1ccc(-c2ccccc2C(=O)O)cc1. As a reaction SMILES: [CH2:1]([CH2:2][CH2:3][CH3:4])[c:5]1[n:6][c:7]2[c:8]([n:9]1[CH2:10][c:11]1[cH:12][cH:13][c:14](-[c:17]3[c:18]([C:23](=[O:24])[O:25][C:26]([CH3:27])([CH3:28])[CH3:29])[cH:19][cH:20][cH:21][cH:22]3)[cH:15][cH:16]1)[cH:30][cH:31][cH:32][c:33]2[C:34]#[N:35].[CH2:43]([Cl:44])[Cl:45].[OH:36][C:37]([C:38]([F:39])([F:40])[F:41])=[O:42]>>[CH2:1]([CH2:2][CH2:3][CH3:4])[c:5]1[n:6][c:7]2[c:8]([n:9]1[CH2:10][c:11]1[cH:12][cH:13][c:14](-[c:17]3[c:18]([C:23](=[O:24])[OH:25])[cH:19][cH:20][cH:21][cH:22]3)[cH:15][cH:16]1)[cH:30][cH:31][cH:32][c:33]2[C:34]#[N:35]. The product is CN(C)C(=O)c1cc2cnc(Nc3ccc(C=O)cn3)nc2n1C1CCCC1. Starting materials: C1CCOC1, CN(C)C(=O)c1cc2cnc(Nc3ccc(CO)cn3)nc2n1C1CCCC1, ClCCl, [Na+], [OH-]. RXN SMILES: [CH2:29]1[O:30][CH2:31][CH2:32][CH2:33]1.[CH3:1][N:2]([C:3](=[O:4])[c:5]1[cH:6][c:7]2[c:8]([n:9][c:10]([NH:13][c:14]3[n:15][cH:16][c:17]([CH2:20][OH:21])[cH:18][cH:19]3)[n:11][cH:12]2)[n:22]1[CH:23]1[CH2:24][CH2:25][CH2:26][CH2:27]1)[CH3:28].[Cl:36][CH2:37][Cl:38].[Na+:35].[OH-:34]>>[CH3:1][N:2]([C:3](=[O:4])[c:5]1[cH:6][c:7]2[c:8]([n:9][c:10]([NH:13][c:14]3[n:15][cH:16][c:17]([CH:20]=[O:21])[cH:18][cH:19]3)[n:11][cH:12]2)[n:22]1[CH:23]1[CH2:24][CH2:25][CH2:26][CH2:27]1)[CH3:28]. Starting materials: O=c1[nH]nc(Cl)c2cc(Br)ccc12, CC(C)(C)[O-], CCOC(C)=O, [Na+], O=C(C=Cc1ccccc1)C=Cc1ccccc1, O=C(C=Cc1ccccc1)C=Cc1ccccc1, O=C(C=Cc1ccccc1)C=Cc1ccccc1, [Pd], [Pd], NCc1ccccc1-n1ccnc1. The product is O=c1[nH]nc(Cl)c2cc(NCc3ccccc3-n3ccnc3)ccc12. As a reaction SMILES: [Br:1][c:2]1[cH:3][c:4]2[c:5]([Cl:13])[n:6][nH:7][c:8](=[O:12])[c:9]2[cH:10][cH:11]1.[CH3:27][C:28]([CH3:29])([O-:30])[CH3:31].[CH3:33][CH2:34][O:35][C:36]([CH3:37])=[O:38].[Na+:32].[O:41]=[C:42]([CH:43]=[CH:44][c:45]1[cH:46][cH:47][cH:48][cH:49][cH:50]1)[CH:51]=[CH:52][c:53]1[cH:54][cH:55][cH:56][cH:57][cH:58]1.[O:59]=[C:60]([CH:61]=[CH:62][c:63]1[cH:64][cH:65][cH:66][cH:67][cH:68]1)[CH:69]=[CH:70][c:71]1[cH:72][cH:73][cH:74][cH:75][cH:76]1.[O:77]=[C:78]([CH:79]=[CH:80][c:81]1[cH:82][cH:83][cH:84][cH:85][cH:86]1)[CH:87]=[CH:88][c:89]1[cH:90][cH:91][cH:92][cH:93][cH:94]1.[Pd:39].[Pd:40].[n:14]1(-[c:19]2[c:20]([CH2:21][NH2:22])[cH:23][cH:24][cH:25][cH:26]2)[cH:15][n:16][cH:17][cH:18]1>>[c:2]1([NH:22][CH2:21][c:20]2[c:19](-[n:14]3[cH:15][n:16][cH:17][cH:18]3)[cH:26][cH:25][cH:24][cH:23]2)[cH:3][c:4]2[c:5]([Cl:13])[n:6][nH:7][c:8](=[O:12])[c:9]2[cH:10][cH:11]1. The reactants are C(O)([O-])=O.[Na+] (sodium hydrogen carbonate), CC=1C=C(C=CC1)C=1N=C(SC1C1=CC(=NC=C1)C)C1=CC=C(C=C1)SC (4-(3-methylphenyl)-5-(2-methyl-4-pyridyl)-2-[4-(methylthio)phenyl]-1,3-thiazole), S(=O)(=O)([O-])OOS(=O)(=O)[O-].[K+].[K+] (potassium persulfate). Run in C(C)(=O)O (acetic acid), O (water). Conditions: time 14 hour. Yields the product CC=1C=C(C=CC1)C=1N=C(SC1C1=CC(=NC=C1)C)C1=CC=C(C=C1)S(=O)C (4-(3-methylphenyl)-5-(2-methyl-4-pyridyl)-2-(4-methylsulfinylphenyl)-1,3-thiazole). Isolated yield 26.5%. RXN SMILES: [CH3:1][C:2]1[CH:3]=[C:4]([C:8]2[N:9]=[C:10]([C:20]3[CH:25]=[CH:24][C:23]([S:26][CH3:27])=[CH:22][CH:21]=3)[S:11][C:12]=2[C:13]2[CH:18]=[CH:17][N:16]=[C:15]([CH3:19])[CH:14]=2)[CH:5]=[CH:6][CH:7]=1.S(OOS([O-])(=O)=O)([O-])(=O)=[O:29].[K+].[K+].C(=O)([O-])O.[Na+]>C(O)(=O)C.O>[CH3:1][C:2]1[CH:3]=[C:4]([C:8]2[N:9]=[C:10]([C:20]3[CH:25]=[CH:24][C:23]([S:26]([CH3:27])=[O:29])=[CH:22][CH:21]=3)[S:11][C:12]=2[C:13]2[CH:18]=[CH:17][N:16]=[C:15]([CH3:19])[CH:14]=2)[CH:5]=[CH:6][CH:7]=1 |f:1.2.3,4.5|. Procedure details: To a solution of 4-(3-methylphenyl)-5-(2-methyl-4-pyridyl)-2-[4-(methylthio)phenyl]-1,3-thiazole (0.55 g, 1.4 mmol) in acetic acid (15 mL) was added a solution of potassium persulfate (0.43 g, 1.6 mmol) in water (8 mL), and the mixture was stirred for 14 hours at room temperature. An aqueous sodium hydrogen carbonate solution was poured into the reaction mixture, and extracted with ethyl acetate. The extracts were washed with water, dried, then, the solvent was distilled off. The residue was pur... Yields the product COC(=O)Nc1cc(C(C)(C)C)[nH]n1. Reactants: O=C([O-])O, COC(=O)Cl, CC(C)(C)c1cc(N)n[nH]1, [Na+], O. RXN SMILES: [C:11](=[O:12])([OH:13])[O-:14].[Cl:16][C:17](=[O:18])[O:19][CH3:20].[NH2:1][c:2]1[n:3][nH:4][c:5]([C:7]([CH3:8])([CH3:9])[CH3:10])[cH:6]1.[Na+:15].[OH2:21]>>[NH:1]([c:2]1[n:3][nH:4][c:5]([C:7]([CH3:8])([CH3:9])[CH3:10])[cH:6]1)[C:17](=[O:18])[O:19][CH3:20]. The reactants are C([O-])([O-])=O.[K+].[K+] (potassium carbonate), ClC1=C(C=C(C=C1)C1=NNC=C1)CNC(C)=O (N-[[2-chloro-5-(1H-pyrazol-3-yl)phenyl]methyl]acetamide), product, CN[C@H]1[C@@H](CCCC1)NC (trans-N,N′-dimethylcyclohexane-1,2-diamine), IC=1C=CC2=C(CCCO2)C1 (3,4-dihydro-6-iodo-2H-1-benzopyran). Reagents/catalysts: [Cu]I (copper(I) iodide). Run in O1CCOCC1 (dioxane). Run at temperature 110 celsius. The product is ClC1=C(C=C(C=C1)C1=NN(C=C1)C=1C=CC2=C(CCCO2)C1)CNC(C)=O (N-[[2-chloro-5-[1-(3,4-dihydro-2H-1-benzopyran-6-yl)-1H-pyrazol-3-yl]-phenyl]methyl]acetamide). Reaction SMILES: [Cl:1][C:2]1[CH:7]=[CH:6][C:5]([C:8]2[CH:12]=[CH:11][NH:10][N:9]=2)=[CH:4][C:3]=1[CH2:13][NH:14][C:15](=[O:17])[CH3:16].CN[C@@H]1CCCC[C@H]1NC.C(=O)([O-])[O-].[K+].[K+].I[C:35]1[CH:36]=[CH:37][C:38]2[O:43][CH2:42][CH2:41][CH2:40][C:39]=2[CH:44]=1>O1CCOCC1.[Cu]I>[Cl:1][C:2]1[CH:7]=[CH:6][C:5]([C:8]2[CH:12]=[CH:11][N:10]([C:35]3[CH:36]=[CH:37][C:38]4[O:43][CH2:42][CH2:41][CH2:40][C:39]=4[CH:44]=3)[N:9]=2)=[CH:4][C:3]=1[CH2:13][NH:14][C:15](=[O:17])[CH3:16] |f:2.3.4|. Procedure details: To a solution of N-[[2-chloro-5-(1H-pyrazol-3-yl)phenyl]methyl]acetamide (i.e. the product of Step B of Synthesis Example 4) (0.25 g, 1.0 mmol) in dioxane (2.5 mL) was added trans-N,N′-dimethylcyclohexane-1,2-diamine (0.065 mL, 0.40 mmol), followed by copper(I) iodide (0.076 g, 0.40 mmol), potassium carbonate (0.83 g, 6.0 mmol) and 3,4-dihydro-6-iodo-2H-1-benzopyran (0.20 g, 0.77 mmol; prepared as cited in Step E of Synthesis Example 4). The reaction mixture was heated at 110° C. for 20 h and th... The reactants are COC1=C(C=C(C=C1)C=1C2=CC=CC=C2C(=C2C=CC=CC12)C1=CC(=C(C=C1)OC)[N+](=O)[O-])[N+](=O)[O-] (9,10-bis(4-methoxy-3-nitrophenyl)-anthracene). The solvent is CC(CC)=O (butanone), Br (HBr). Yields the product OC1=C(C=C(C=C1)C=1C2=CC=CC=C2C(=C2C=CC=CC12)C1=CC(=C(C=C1)O)[N+](=O)[O-])[N+](=O)[O-] (9,10-Bis(4-hydroxy-3-nitrophenyl)anthracene). RXN SMILES: C[O:2][C:3]1[CH:8]=[CH:7][C:6]([C:9]2[C:10]3[C:15]([C:16]([C:23]4[CH:28]=[CH:27][C:26]([O:29]C)=[C:25]([N+:31]([O-:33])=[O:32])[CH:24]=4)=[C:17]4[C:22]=2[CH:21]=[CH:20][CH:19]=[CH:18]4)=[CH:14][CH:13]=[CH:12][CH:11]=3)=[CH:5][C:4]=1[N+:34]([O-:36])=[O:35]>CC(=O)CC.Br>[OH:2][C:3]1[CH:8]=[CH:7][C:6]([C:9]2[C:22]3[C:17]([C:16]([C:23]4[CH:28]=[CH:27][C:26]([OH:29])=[C:25]([N+:31]([O-:33])=[O:32])[CH:24]=4)=[C:15]4[C:10]=2[CH:11]=[CH:12][CH:13]=[CH:14]4)=[CH:18][CH:19]=[CH:20][CH:21]=3)=[CH:5][C:4]=1[N+:34]([O-:36])=[O:35]. Reported procedure: 19.2 g (0.04 mol) of 9,10-bis(4-methoxy-3-nitrophenyl)-anthracene in a mixture of 200 ml of butanone and 200 ml of concentrated HBr are refluxed for 24 h while stirring. After the end of the reaction, the suspension is evaporated down to half its volume in a rotary evaporator and the product is filtered off with suction. Recrystallization from toluene is then effected.